From a dataset of the Open Reaction Database (ORD), a public repository of structured organic reaction records. describe an organic reaction: reactants, conditions, products, and yield The reactants are CC(=O)OC(C)=O, CC(=O)O, CC(C)Nc1ccc(O)cc1, [Na+], [Na+], [Na+], O=C([O-])[O-], [OH-]. Yields the product CC(=O)N(c1ccc(O)cc1)C(C)C. RXN SMILES: [CH3:12][C:13](=[O:14])[O:15][C:16](=[O:17])[CH3:18].[CH3:27][C:28](=[O:29])[OH:30].[CH:1]([CH3:2])([CH3:3])[NH:4][c:5]1[cH:6][cH:7][c:8]([OH:11])[cH:9][cH:10]1.[Na+:19].[Na+:20].[Na+:26].[O-:21][C:22](=[O:23])[O-:24].[OH-:25]>>[CH:1]([CH3:2])([CH3:3])[N:4]([c:5]1[cH:6][cH:7][c:8]([OH:11])[cH:9][cH:10]1)[C:13]([CH3:12])=[O:14]. The reactants are CC(C)OB(OC(C)C)OC(C)C, Brc1ccc(CCCN(C2CCC2)C2CCC2)cc1, [Li]CCCC, ClCCl, CCOCC, Cl, Nc1ncc(Br)nc1C(=O)Nc1cccnc1, [Na+], [Na+], O=C([O-])[O-], C1CCOC1. The product is Cl, Nc1ncc(-c2ccc(CCCN(C3CCC3)C3CCC3)cc2)nc1C(=O)Nc1cccnc1. As a reaction SMILES: [B:25]([O:26][CH:27]([CH3:28])[CH3:29])([O:30][CH:31]([CH3:32])[CH3:33])[O:34][CH:35]([CH3:36])[CH3:37].[Br:6][c:7]1[cH:8][cH:9][c:10]([CH2:13][CH2:14][CH2:15][N:16]([CH:17]2[CH2:18][CH2:19][CH2:20]2)[CH:21]2[CH2:22][CH2:23][CH2:24]2)[cH:11][cH:12]1.[CH2:1]([Li:2])[CH2:3][CH2:4][CH3:5].[CH2:67]([Cl:68])[Cl:69].[CH3:70][CH2:71][O:72][CH2:73][CH3:74].[ClH:38].[NH2:45][c:46]1[c:47]([C:53](=[O:54])[NH:55][c:56]2[cH:57][n:58][cH:59][cH:60][cH:61]2)[n:48][c:49]([Br:52])[cH:50][n:51]1.[Na+:39].[Na+:40].[O-:41][C:42](=[O:43])[O-:44].[O:62]1[CH2:63][CH2:64][CH2:65][CH2:66]1>>[ClH:38].[c:7]1(-[c:49]2[n:48][c:47]([C:53](=[O:54])[NH:55][c:56]3[cH:57][n:58][cH:59][cH:60][cH:61]3)[c:46]([NH2:45])[n:51][cH:50]2)[cH:8][cH:9][c:10]([CH2:13][CH2:14][CH2:15][N:16]([CH:17]2[CH2:18][CH2:19][CH2:20]2)[CH:21]2[CH2:22][CH2:23][CH2:24]2)[cH:11][cH:12]1. Starting materials: CC1=C(C=C(C=C1)C)B(O)O (2,5-dimethylphenylboronic acid), C([O-])([O-])=O.[Na+].[Na+] (sodium carbonate), ClC1=NC=NC(=C1)Cl (4,6-dichloropyrimidine), CC1=C(C=C(C=C1)C)B(O)O (2,5-dimethylphenylboronic acid), C([O-])([O-])=O.[Na+].[Na+] (sodium carbonate). Reagents/catalysts: Cl[Pd]([P](C1=CC=CC=C1)(C2=CC=CC=C2)C3=CC=CC=C3)([P](C4=CC=CC=C4)(C5=CC=CC=C5)C6=CC=CC=C6)Cl (Pd(PPh3)2Cl2), C1=CC=C(C=C1)P(C2=CC=CC=C2)C3=CC=CC=C3.C1=CC=C(C=C1)P(C2=CC=CC=C2)C3=CC=CC=C3.Cl[Pd]Cl (bis(triphenylphosphine)palladium(II)dichloride). Run in O (water), C(C)#N (acetonitrile), O (water). Yields the product ClC1=NC=NC(=C1)C1=C(C=CC(=C1)C)C (4-Chloro-6-(2,5-dimethylphenyl)pyrimidine). Yield: 64.0%. RXN SMILES: [Cl:1][C:2]1[CH:7]=[C:6](Cl)[N:5]=[CH:4][N:3]=1.[CH3:9][C:10]1[CH:15]=[CH:14][C:13]([CH3:16])=[CH:12][C:11]=1B(O)O.C(=O)([O-])[O-].[Na+].[Na+]>C1C=CC(P(C2C=CC=CC=2)C2C=CC=CC=2)=CC=1.C1C=CC(P(C2C=CC=CC=2)C2C=CC=CC=2)=CC=1.Cl[Pd]Cl.O.C(#N)C>[Cl:1][C:2]1[CH:7]=[C:6]([C:11]2[CH:12]=[C:13]([CH3:16])[CH:14]=[CH:15][C:10]=2[CH3:9])[N:5]=[CH:4][N:3]=1 |f:2.3.4,5.6.7|. Procedure details: First, 4.97 g of 4,6-dichloropyrimidine, 5.02 g of 2,5-dimethylphenylboronic acid, 3.55 g of sodium carbonate, 0.29 g of bis(triphenylphosphine)palladium(II)dichloride (abbreviation: Pd(PPh3)2Cl2), 20 mL of water, and 20 mL of acetonitrile were put in a recovery flask equipped with a reflux pipe, and the air in the flask was replaced with argon. This reaction container was heated by being irradiated with microwaves (2.45 GHz, 100 W) for 30 minutes. Further, 1.25 g of 2,5-dimethylphenylboronic ac... The reactants are OC=1C=C(C=CC1)C(=O)C(=O)C1=CC(=CC=C1)O (3,3′-dihydroxybenzil), S(=O)(=O)(O)O.NC1=NC(=C(C(=N1)N)N)N (2,4,5,6-tetraaminopyrimidine sulfate), C([O-])(O)=O.[Na+] (sodium bicarbonate), C(=O)=O (CO2). Run in O (water). Run at temperature 80 celsius. Yields the product OC=1C=C(C=CC1)C=1N=C2C(=NC(=NC2=NC1C1=CC(=CC=C1)O)N)N (6,7-bis(3-hydroxyphenyl)-pteridine-2,4-diamine). Reaction SMILES: S(O)(O)(=O)=O.[NH2:6][C:7]1[N:12]=[C:11]([NH2:13])[C:10]([NH2:14])=[C:9]([NH2:15])[N:8]=1.C(=O)(O)[O-].[Na+].C(=O)=O.[OH:24][C:25]1[CH:26]=[C:27]([C:31]([C:33]([C:35]2[CH:40]=[CH:39][CH:38]=[C:37]([OH:41])[CH:36]=2)=O)=O)[CH:28]=[CH:29][CH:30]=1>O>[OH:24][C:25]1[CH:26]=[C:27]([C:31]2[N:14]=[C:10]3[C:11](=[N:13][C:33]=2[C:35]2[CH:40]=[CH:39][CH:38]=[C:37]([OH:41])[CH:36]=2)[N:12]=[C:7]([NH2:6])[N:8]=[C:9]3[NH2:15])[CH:28]=[CH:29][CH:30]=1 |f:0.1,2.3|. Procedure details: 4.76 g (20.0 mmol) of 2,4,5,6-tetraaminopyrimidine sulfate was added in small portions to a solution of 3.36 g (40.0 mmol) sodium bicarbonate in 100 mL of water with vigorous stirring. A brisk evolution of CO2 gas was observed. The resulting suspension was heated to 80° C. and 4.84 g (20.0 mmol) of 3,3′-dihydroxybenzil was added to the mixture. The reaction mixture was refluxed for 3 hours, at which point a bright-yellow precipitate was formed in abundance. Reactants: CN(C)C=O, Cc1c(C)c2c(c(C)c1O)C(c1ccc(C(C)C)cc1)C1(CCN(C)CC1)O2, ClCc1ccncc1, Cl, [H-], [Na+], O. The product is Cc1c(C)c2c(c(C)c1OCc1ccncc1)C(c1ccc(C(C)C)cc1)C1(CCN(C)CC1)O2. RXN SMILES: [CH3:41][N:42]([CH3:43])[CH:44]=[O:45].[CH:3]([CH3:4])([CH3:5])[c:6]1[cH:7][cH:8][c:9]([CH:12]2[C:13]3([O:14][c:15]4[c:16]2[c:17]([CH3:24])[c:18]([OH:23])[c:19]([CH3:22])[c:20]4[CH3:21])[CH2:25][CH2:26][N:27]([CH3:30])[CH2:28][CH2:29]3)[cH:10][cH:11]1.[Cl:32][CH2:33][c:34]1[cH:35][cH:36][n:37][cH:38][cH:39]1.[ClH:31].[H-:1].[Na+:2].[OH2:40]>>[CH:3]([CH3:4])([CH3:5])[c:6]1[cH:7][cH:8][c:9]([CH:12]2[C:13]3([O:14][c:15]4[c:16]2[c:17]([CH3:24])[c:18]([O:23][CH2:33][c:34]2[cH:35][cH:36][n:37][cH:38][cH:39]2)[c:19]([CH3:22])[c:20]4[CH3:21])[CH2:25][CH2:26][N:27]([CH3:30])[CH2:28][CH2:29]3)[cH:10][cH:11]1. Starting materials: [N+](=O)([O-])C1=NN(C=C1)CCCCC#N (5-(3-nitropyrazol-1-yl)valeronitrile). Reagents/catalysts: [Pd] (palladium on carbon). Run in O1CCCC1 (tetrahydrofuran). Product: NC1=NN(C=C1)CCCCC#N (5-(3-aminopyrazol-1-yl)valeronitrile). As a reaction SMILES: [N+:1]([C:4]1[CH:8]=[CH:7][N:6]([CH2:9][CH2:10][CH2:11][CH2:12][C:13]#[N:14])[N:5]=1)([O-])=O>O1CCCC1.[Pd]>[NH2:1][C:4]1[CH:8]=[CH:7][N:6]([CH2:9][CH2:10][CH2:11][CH2:12][C:13]#[N:14])[N:5]=1. Procedure details: To a solution of 5-(3-nitropyrazol-1-yl)valeronitrile (9.16 g.) in dry tetrahydrofuran (200 ml.) was added 5% w/w palladium on carbon (1.8 g.). The mixture was stirred at 20° under an atmosphere of hydrogen. 3.2 Liters of hydrogen were absorbed over 4 hours. The catalyst was filtered off and the filtrate was evaporated in vacuo to give 5-(3-aminopyrazol-1-yl)valeronitrile as an oil. The reactants are CC1=C(C=CC(=C1)C(=O)C)O (4-hydroxy-3-methylacetophenone), BrCC(=O)OC (methyl bromoacetate), C([O-])([O-])=O.[K+].[K+] (potassium carbonate). Run in CC(=O)C (acetone). Conditions: time 66 hour. The product is C(C)(=O)C1=CC(=C(OCC(=O)OC)C=C1)C (methyl 4-acetyl-2-methylphenoxyacetate). Reaction SMILES: [CH3:1][C:2]1[CH:7]=[C:6]([C:8]([CH3:10])=[O:9])[CH:5]=[CH:4][C:3]=1[OH:11].Br[CH2:13][C:14]([O:16][CH3:17])=[O:15].C(=O)([O-])[O-].[K+].[K+]>CC(C)=O>[C:8]([C:6]1[CH:5]=[CH:4][C:3]([O:11][CH2:13][C:14]([O:16][CH3:17])=[O:15])=[C:2]([CH3:1])[CH:7]=1)(=[O:9])[CH3:10] |f:2.3.4|. Procedure: A mixture of 4-hydroxy-3-methylacetophenone (5 g), methyl bromoacetate (3.70 ml) and anhydrous potassium carbonate (5.52 g) in acetone (100 ml) was stirred for 66 hours. The mixture was filtered and the filtrate evaporated to give an oil which crystallised on standing giving methyl 4-acetyl-2-methylphenoxyacetate, 7.2 g: m.p. 51°-53° C.; NMR (d6DMSO) δ 7.79 (1H, s), 7.77 (1H, d), 6.94(1H,d), 4.93 (2H, s), 3.71 (3H, s), 2.50 (3H, s+DMSO), 2.24 (3H, s). The reactants are [Na] (sodium), C(C=C)Br (allyl bromide), C(C)OC(=O)C=1C(NC2=CC=C(C=C2C1N)Cl)=O (4-amino-6-chloro-1,2-dihydro-2-oxo-3-quinolinecarboxylic acid ethyl ester), CN(C=O)C (dimethyl formamide). Run in O (water). Yields the product C(C)OC(=O)C=1C(N(C2=CC=C(C=C2C1N)Cl)CC=C)=O (1-Allyl-4-amino-6-chloro-1,2-dihydro-2-oxo-3-quinolinecarboxylic acid ethyl ester). As a reaction SMILES: [Na].[CH2:2]([O:4][C:5]([C:7]1[C:8](=[O:19])[NH:9][C:10]2[C:15]([C:16]=1[NH2:17])=[CH:14][C:13]([Cl:18])=[CH:12][CH:11]=2)=[O:6])[CH3:3].CN(C)C=O.[CH2:25](Br)[CH:26]=[CH2:27]>O>[CH2:2]([O:4][C:5]([C:7]1[C:8](=[O:19])[N:9]([CH2:27][CH:26]=[CH2:25])[C:10]2[C:15]([C:16]=1[NH2:17])=[CH:14][C:13]([Cl:18])=[CH:12][CH:11]=2)=[O:6])[CH3:3] |^1:0|. Procedure: To a solution of 8.66 g. (0.03 mole) of the sodium salt of 4-amino-6-chloro-1,2-dihydro-2-oxo-3-quinolinecarboxylic acid ethyl ester in 50 ml. of dimethyl formamide was added 4.84 g. (0.04 mole) of allyl bromide. The reaction mixture was heated on a steam bath for 2 hours and was then cooled to room temperature. The reaction mixture was poured into 500 ml. of water. The reaction mixture was allowed to stand for several hours at room temperature and was then filtered. There was obtained 7.6 g. of... Reactants: ClC=1C=CC(=C(C1)C1CC(CC(C1)=O)=O)OC (5-(5-chloro-2-methoxyphenyl)cyclohexane-1,3-dione), C(C)(=O)[O-].[NH4+] (ammonium acetate). The solvent is C(C)O (ethanol). The product is NC1=CC(CC(C1)C1=C(C=CC(=C1)Cl)OC)=O (1-amino-5-(5-chloro-2-methoxyphenyl)cyclohexen-3-one). Reaction SMILES: [Cl:1][C:2]1[CH:3]=[CH:4][C:5]([O:16][CH3:17])=[C:6]([CH:8]2[CH2:13][C:12](=O)[CH2:11][C:10](=[O:15])[CH2:9]2)[CH:7]=1.C([O-])(=O)C.[NH4+:22]>C(O)C>[NH2:22][C:12]1[CH2:13][CH:8]([C:6]2[CH:7]=[C:2]([Cl:1])[CH:3]=[CH:4][C:5]=2[O:16][CH3:17])[CH2:9][C:10](=[O:15])[CH:11]=1 |f:1.2|. Procedure details: A solution of 5-(5-chloro-2-methoxyphenyl)cyclohexane-1,3-dione (5.0 g) and ammonium acetate (4.6 g) in ethanol (100 ml) was refluxed for 20 hours. Under reduced pressure, the solvent was evaporated, and the residue was dissolved in ethyl acetate. The solution was washed with water and saturated brine, and dried with magnesium sulfate. Under reduced pressure, the solvent was evaporated to give 1-amino-5-(5-chloro-2-methoxyphenyl)cyclohexen-3-one, which was dissolved in ethanol (120 ml) and tolue...